From a dataset of the Open Reaction Database (ORD), a public repository of structured organic reaction records. describe an organic reaction: reactants, conditions, products, and yield Reactants: [Co+3], O=C([O-])C(F)(F)F, O=C([O-])C(F)(F)F, O=C([O-])C(F)(F)F, O=C(OC(=O)C(F)(F)F)C(F)(F)F, c1ccccc1. Yields the product O=C(Oc1ccccc1)C(F)(F)F. As a reaction SMILES: [Co+3:27].[F:20][C:21]([F:22])([F:23])[C:24]([O-:25])=[O:26].[F:28][C:29]([F:30])([F:31])[C:32]([O-:33])=[O:34].[F:35][C:36]([F:37])([F:38])[C:39]([O-:40])=[O:41].[F:7][C:8]([C:9](=[O:10])[O:11][C:12](=[O:13])[C:14]([F:15])([F:16])[F:17])([F:18])[F:19].[cH:1]1[cH:2][cH:3][cH:4][cH:5][cH:6]1>>[c:1]1([O:11][C:9]([C:8]([F:7])([F:18])[F:19])=[O:10])[cH:2][cH:3][cH:4][cH:5][cH:6]1. Reactants: BrC1=CC=C(C=C1)C(CC(=O)N(C)OC)C1=C(C=C(C=C1)F)C (3-(4-bromophenyl)-3-(4-fluoro-2-methylphenyl)-N-methoxy-N-methylpropanamide), BrC1=CC(=NC=C1)C (4-bromo-2-methylpyridine). Yields the product BrC1=CC=C(C=C1)C(CC(=O)C1=CC(=NC=C1)C)C1=C(C=C(C=C1)F)C (3-(4-Bromophenyl)-3-(4-fluoro-2-methylphenyl)-1-(2-methylpyridin-4-yl)propan-1-one). As a reaction SMILES: [Br:1][C:2]1[CH:7]=[CH:6][C:5]([CH:8]([C:16]2[CH:21]=[CH:20][C:19]([F:22])=[CH:18][C:17]=2[CH3:23])[CH2:9][C:10](N(OC)C)=[O:11])=[CH:4][CH:3]=1.Br[C:25]1[CH:30]=[CH:29][N:28]=[C:27]([CH3:31])[CH:26]=1>>[Br:1][C:2]1[CH:7]=[CH:6][C:5]([CH:8]([C:16]2[CH:21]=[CH:20][C:19]([F:22])=[CH:18][C:17]=2[CH3:23])[CH2:9][C:10]([C:25]2[CH:30]=[CH:29][N:28]=[C:27]([CH3:31])[CH:26]=2)=[O:11])=[CH:4][CH:3]=1. Procedure details: In analogy to example 74, step 5, from 3-(4-bromophenyl)-3-(4-fluoro-2-methylphenyl)-N-methoxy-N-methylpropanamide and 4-bromo-2-methylpyridine was prepared the title compound as a white solid, MS (ESI+): m/z=414.07 [M+H]+. The product is N1=CN=C2NC=NC2=C1N[C@@H](C)C=1N=C(C2=C(C=CC=C2C1)Cl)OCCNC(C)=O ((S)—N-(2-(3-(1-(9H-purin-6-ylamino)ethyl)-8-chloroisoquinolin-1-yloxy)ethyl)acetamide). Solvent: C1CCOC1 (THF). Reaction conditions: time 15 minute. As a reaction SMILES: [OH:1][CH2:2][CH2:3][NH:4][C:5](=[O:7])[CH3:6].[H-].[Na+].Cl[C:11]1[C:20]2[C:15](=[CH:16][CH:17]=[CH:18][C:19]=2[Cl:21])[CH:14]=[C:13]([C@@H:22]([NH:24][C:25]2[N:33]=[CH:32][N:31]=[C:30]3[C:26]=2[N:27]=[CH:28][N:29]3C(OC(C)(C)C)=O)[CH3:23])[N:12]=1.O>C1COCC1>[N:33]1[C:25]([NH:24][C@H:22]([C:13]2[N:12]=[C:11]([O:1][CH2:2][CH2:3][NH:4][C:5](=[O:7])[CH3:6])[C:20]3[C:15]([CH:14]=2)=[CH:16][CH:17]=[CH:18][C:19]=3[Cl:21])[CH3:23])=[C:26]2[C:30]([NH:29][CH:28]=[N:27]2)=[N:31][CH:32]=1 |f:1.2|. The reactants are O (water), OCCNC(C)=O (N-(2-hydroxyethyl)acetamide), ClC1=NC(=CC2=CC=CC(=C12)Cl)[C@H](C)NC1=C2N=CN(C2=NC=N1)C(=O)OC(C)(C)C ((S)-tert-butyl 6-(1-(1,8-dichloroisoquinolin-3-yl)ethylamino)-9H-purine-9-carboxylate), [H-].[Na+] (NaH). Reported procedure: To a stirred mixture of N-(2-hydroxyethyl)acetamide (110 mg, 1.07 mmol, 2.43 eq) in THF (20 mL) at 0° C., NaH (60% in mineral oil, 110 mg, 2.75 mmol, 6.25 eq) was added and the resulting mixture was stirred for 15 min. To this mixture, (S)-tert-butyl 6-(1-(1,8-dichloroisoquinolin-3-yl)ethylamino)-9H-purine-9-carboxylate 39 (200 mg, 0.44 mmol, 1.0 eq) was added. The resulting mixture was stirred at reflux for 2 h, cooled to RT and then poured into water (30 mL). The mixture was extracted with DCM... Reactants: NC1=CC(=C(C(=O)NCC2CCN(CC2)CCCCN2C(C3=CC=CC=C3C2=O)=O)C=C1Cl)OC (4-Amino-5-chloro-N-(1-(4-(2,3-dihydro-1,3-dioxo-1H-isoindol-2-yl)butyl)piperidin-4-ylmethyl)-2-methoxybenzamide), O.NN (hydrazine hydrate). Run in C(C)O (ethanol). The product is NC1=CC(=C(C(=O)NCC2CCN(CC2)CCCCN)C=C1Cl)OC (4-amino-N-(1-(4-aminobutyl)piperidin-4-ylmethyl)-5-chloro-2-methoxybenzamide). Isolated yield 71.7%. RXN SMILES: [NH2:1][C:2]1[C:32]([Cl:33])=[CH:31][C:5]([C:6]([NH:8][CH2:9][CH:10]2[CH2:15][CH2:14][N:13]([CH2:16][CH2:17][CH2:18][CH2:19][N:20]3C(=O)C4C(=CC=CC=4)C3=O)[CH2:12][CH2:11]2)=[O:7])=[C:4]([O:34][CH3:35])[CH:3]=1.O.NN>C(O)C>[NH2:1][C:2]1[C:32]([Cl:33])=[CH:31][C:5]([C:6]([NH:8][CH2:9][CH:10]2[CH2:11][CH2:12][N:13]([CH2:16][CH2:17][CH2:18][CH2:19][NH2:20])[CH2:14][CH2:15]2)=[O:7])=[C:4]([O:34][CH3:35])[CH:3]=1 |f:1.2|. Procedure: 4-Amino-5-chloro-N-(1-(4-(2,3-dihydro-1,3-dioxo-1H-isoindol-2-yl)butyl)piperidin-4-ylmethyl)-2-methoxybenzamide (8.3 g) was dissolved in ethanol (100 ml) and hydrazine hydrate (1.1 ml) was added at room temperature with stirring. The mixture was refluxed with stirring for 3 hr. The precipitated crystals were filtered off and the filtrate was concentrated under reduced pressure to give 4.4 g of 4-amino-N-(1-(4-aminobutyl)piperidin-4-ylmethyl)-5-chloro-2-methoxybenzamide. Reactants: CC(C)(C)O, C[O-], CI, [K+], Cc1ccc2c(c1)Oc1ccc([N+](=O)[O-])cc1C(=O)N2, C1COCCO1. The product is Cc1ccc2c(c1)Oc1ccc([N+](=O)[O-])cc1C(=O)N2C. RXN SMILES: [C:26]([OH:27])([CH3:28])([CH3:29])[CH3:30].[CH3:1][O-:2].[I:24][CH3:25].[K+:3].[N+:4](=[O:5])([O-:6])[c:7]1[cH:8][cH:9][c:10]2[c:11]([cH:23]1)[C:12](=[O:22])[NH:13][c:14]1[c:15]([cH:17][c:18]([CH3:21])[cH:19][cH:20]1)[O:16]2.[O:31]1[CH2:32][CH2:33][O:34][CH2:35][CH2:36]1>>[CH3:1][N:13]1[C:12](=[O:22])[c:11]2[c:10]([cH:9][cH:8][c:7]([N+:4](=[O:5])[O-:6])[cH:23]2)[O:16][c:15]2[c:14]1[cH:20][cH:19][c:18]([CH3:21])[cH:17]2. Starting materials: ClCCl, O=C1CC(c2cccc(-c3nc(CO)co3)c2)=Nc2ccc(-n3cccc3)cc2N1, O=S(Cl)Cl. Product: O=C1CC(c2cccc(-c3nc(CCl)co3)c2)=Nc2ccc(-n3cccc3)cc2N1. As a reaction SMILES: [Cl:31][CH2:32][Cl:33].[OH:1][CH2:2][c:3]1[n:4][c:5](-[c:8]2[cH:9][c:10]([C:14]3=[N:15][c:16]4[c:17]([cH:22][c:23](-[n:26]5[cH:27][cH:28][cH:29][cH:30]5)[cH:24][cH:25]4)[NH:18][C:19](=[O:21])[CH2:20]3)[cH:11][cH:12][cH:13]2)[o:6][cH:7]1.[S:34]([Cl:35])([Cl:36])=[O:37]>>[CH2:2]([c:3]1[n:4][c:5](-[c:8]2[cH:9][c:10]([C:14]3=[N:15][c:16]4[c:17]([cH:22][c:23](-[n:26]5[cH:27][cH:28][cH:29][cH:30]5)[cH:24][cH:25]4)[NH:18][C:19](=[O:21])[CH2:20]3)[cH:11][cH:12][cH:13]2)[o:6][cH:7]1)[Cl:31]. Starting materials: C([O-])([O-])=O.[Na+].[Na+] (sodium carbonate), C([O-])(O)=O.[Na+] (sodium bicarbonate), C([O-])(O)=O.[Na+] (sodium bicarbonate), C([O-])(O)=O.[Na+] (sodium bicarbonate), C([O-])([O-])=O.[Na+].[Na+] (sodium carbonate), C([O-])(O)=O (bicarbonate), C([O-])(O)=O.[Na+] (sodium bicarbonate), C([O-])([O-])=O.[Na+].[Na+] (sodium carbonate), C([O-])([O-])=O.[Na+].[Na+] (sodium carbonate). Yields the product C(O)(O)=O.[Na+].C([O-])([O-])=O.C(O)(O)=O.[Na+] (sodium sesquicarbonate). As a reaction SMILES: [C:1](=[O:4])([OH:3])[O-:2].[Na+:5].[C:6](=[O:9])([O-:8])[O-:7].[Na+].[Na+].[C:12](=[O:15])([OH:14])[O-:13]>>[C:1](=[O:2])([OH:4])[OH:3].[Na+:5].[C:6](=[O:7])([O-:9])[O-:8].[C:12](=[O:13])([OH:15])[OH:14].[Na+:5] |f:0.1,2.3.4,6.7.8.9.10|. Procedure: In general, the composite particles are formed by mixing particles of sodium bicarbonate in an aqueous solution of sodium carbonate. The sodium bicarbonate reacts with the sodium carbonate in the aqueous binder solution to form the sesquicarbonate. More specifically, during the agglomeration of the sodium bicarbonate particles with the aqueous binder solution of the sodium carbonate, particles of the bicarbonate stick together upon being wetted by the binder solution. The surfaces of the sodium ...